From a dataset of the Open Reaction Database (ORD), a public repository of structured organic reaction records. describe an organic reaction: reactants, conditions, products, and yield Reactants: CC([C@@H](C(=O)N1[C@@H]2CN([C@H](C1)C2)C(=O)C2=NC=C(C=C2)C2=CC=CC=C2)N)(C)C ([(1S)-2,2-dimethyl-1-({(1S,4S)-5-[(5-phenyl-2-pyridinyl)carbonyl]-2,5-diazabicyclo[2.2.1]hept-2-yl}carbonyl)propyl]amine), FC=1C=C2C=C(NC2=CC1)C(=O)O (5-fluoro-1H-indole-2-carboxylic acid), C(CCl)Cl (EDC), C=1C=CC2=C(C1)N=NN2O (HOBt), CN1CCOCC1 (NMM). The solvent is C(Cl)Cl (CH2Cl2). Product: CC([C@@H](C(=O)N1[C@@H]2CN([C@H](C1)C2)C(=O)C2=NC=C(C=C2)C2=CC=CC=C2)NC(=O)C=2NC1=CC=C(C=C1C2)F)(C)C (N-[(1S)-2,2-dimethyl-1-({(1S,4S)-5-[(5-phenyl-2-pyridinyl)carbonyl]-2,5-diazabicyclo[2.2.1]hept-2-yl}carbonyl)propyl]-5-fluoro-1H-indole-2-carboxamide). Isolated yield 47.7%. As a reaction SMILES: [CH3:1][C:2]([CH3:29])([CH3:28])[C@H:3]([NH2:27])[C:4]([N:6]1[CH2:11][C@@H:10]2[CH2:12][C@H:7]1[CH2:8][N:9]2[C:13]([C:15]1[CH:20]=[CH:19][C:18]([C:21]2[CH:26]=[CH:25][CH:24]=[CH:23][CH:22]=2)=[CH:17][N:16]=1)=[O:14])=[O:5].[F:30][C:31]1[CH:32]=[C:33]2[C:37](=[CH:38][CH:39]=1)[NH:36][C:35]([C:40](O)=[O:41])=[CH:34]2.C(Cl)CCl.C1C=CC2N(O)N=NC=2C=1.CN1CCOCC1>C(Cl)Cl>[CH3:1][C:2]([CH3:29])([CH3:28])[C@H:3]([NH:27][C:40]([C:35]1[NH:36][C:37]2[C:33]([CH:34]=1)=[CH:32][C:31]([F:30])=[CH:39][CH:38]=2)=[O:41])[C:4]([N:6]1[CH2:11][C@@H:10]2[CH2:12][C@H:7]1[CH2:8][N:9]2[C:13]([C:15]1[CH:20]=[CH:19][C:18]([C:21]2[CH:26]=[CH:25][CH:24]=[CH:23][CH:22]=2)=[CH:17][N:16]=1)=[O:14])=[O:5]. Procedure details: A solution of [(1S)-2,2-dimethyl-1-({(1S,4S)-5-[(5-phenyl-2-pyridinyl)carbonyl]-2,5-diazabicyclo[2.2.1]hept-2-yl}carbonyl)propyl]amine (100 mg, 0.25 mmol), 5-fluoro-1H-indole-2-carboxylic acid (48 mg, 0.26 mmol), EDC (58 mg, 0.3 mmol), HOBt (7 mg, 0.05 mmol), NMM (77 mg, 0.76 mmol) in CH2Cl2 (3 mL) was stirred at room temperature for 2 h. The mixture was washed with 1N sodium hydroxide (2×3 mL), water (2×10 mL). The combined aqueous washes were extracted with CH2Cl2 (2×5 mL). The combined organi... Procedure: A mixture of 4-[4-(4-fluoro-3-trifluoromethyl-phenyl)-1-methyl-1h-imidazol-2-yl]-piperidine (600.00 mg; 1.83 mmol; 1.0 eq.), 4-amino-6-chloropyrimidine-5-carbaldehyde (303.25 mg; 1.92 mmol; 1.05 eq.), DIEA (0.95 ml; 5.5 mmol; 3.0 eq.) in acetonitrile (10.0 ml) was heated at 40° C. for 1 h. The reaction mixture was poured into water. The precipitate was filtered, washed with water and dried under vacuum to afford the title compound in 85% yield. LC-MS: (M+1=449, obsd.=449). The product is NC1=NC=NC(=C1C=O)N1CCC(CC1)C=1N(C=C(N1)C1=CC(=C(C=C1)F)C(F)(F)F)C (4-Amino-6-{4-[4-(4-fluoro-3-trifluoromethyl-phenyl)-1-methyl-1H-imidazol-2-yl]-piperidin-1-yl}-pyrimidine-5-carbaldehyde). Reactants: O (water), FC1=C(C=C(C=C1)C=1N=C(N(C1)C)C1CCNCC1)C(F)(F)F (4-[4-(4-fluoro-3-trifluoromethyl-phenyl)-1-methyl-1h-imidazol-2-yl]-piperidine), NC1=NC=NC(=C1C=O)Cl (4-amino-6-chloropyrimidine-5-carbaldehyde), CCN(C(C)C)C(C)C (DIEA). Run at temperature 40 celsius. Run in C(C)#N (acetonitrile). The yield is 85.0%. RXN SMILES: [F:1][C:2]1[CH:7]=[CH:6][C:5]([C:8]2[N:9]=[C:10]([CH:14]3[CH2:19][CH2:18][NH:17][CH2:16][CH2:15]3)[N:11]([CH3:13])[CH:12]=2)=[CH:4][C:3]=1[C:20]([F:23])([F:22])[F:21].[NH2:24][C:25]1[C:30]([CH:31]=[O:32])=[C:29](Cl)[N:28]=[CH:27][N:26]=1.CCN(C(C)C)C(C)C.O>C(#N)C>[NH2:24][C:25]1[C:30]([CH:31]=[O:32])=[C:29]([N:17]2[CH2:18][CH2:19][CH:14]([C:10]3[N:11]([CH3:13])[CH:12]=[C:8]([C:5]4[CH:6]=[CH:7][C:2]([F:1])=[C:3]([C:20]([F:21])([F:22])[F:23])[CH:4]=4)[N:9]=3)[CH2:15][CH2:16]2)[N:28]=[CH:27][N:26]=1. Reactants: Cl.C(C)(C)NCC(=O)C1=CC(=C(C=C1)O)O (3,4-dihydroxyphenyl isopropylaminomethyl ketone hydrochloride), CN(C=1C=C(C(=O)Cl)C=CC1)C (m-dimethylaminobenzoyl chloride). Yields the product C(C)(C)NCC(=O)C1=CC(=C(C=C1)OC(C1=CC(=CC=C1)N(C)C)=O)O (3-hydroxy-4-(m-dimethylaminobenzoyloxy)phenyl isopropylaminomethyl ketone). RXN SMILES: Cl.[CH:2]([NH:5][CH2:6][C:7]([C:9]1[CH:14]=[CH:13][C:12]([OH:15])=[C:11]([OH:16])[CH:10]=1)=[O:8])([CH3:4])[CH3:3].[CH3:17][N:18]([CH3:28])[C:19]1[CH:20]=[C:21]([CH:25]=[CH:26][CH:27]=1)[C:22](Cl)=[O:23]>>[CH:2]([NH:5][CH2:6][C:7]([C:9]1[CH:14]=[CH:13][C:12]([O:15][C:22](=[O:23])[C:21]2[CH:25]=[CH:26][CH:27]=[C:19]([N:18]([CH3:17])[CH3:28])[CH:20]=2)=[C:11]([OH:16])[CH:10]=1)=[O:8])([CH3:4])[CH3:3] |f:0.1|. Procedure details: Following the procedure described above in Example 58A, but using 3,4-dihydroxyphenyl isopropylaminomethyl ketone hydrochloride instead of 3,4-dihydroxyphenyl tert-butylaminomethyl ketone hydrochloride and m-dimethylaminobenzoyl chloride instead of isovaleryl chloride, there is obtained 3-hydroxy-4-(m-dimethylaminobenzoyloxy)phenyl isopropylaminomethyl ketone; and by interaction of this base with hydrochloric acid there is obtained the hydrochloride salt. When this hydrochloride is catalytically... Reactants: C(C1=CC=CC=C1)(C1=CC=CC=C1)N1C(OC2=C1C=C(C=C2)C2=C(OC1=CC(=C(C=C1F)S(=O)(=O)N(C1=NC=NS1)CC1=C(C=C(C=C1)OC)OC)F)C=CC(=C2)C)=O (4-(2-(3-benzhydryl-2-oxo-2,3-dihydrobenzo[d]oxazol-5-yl)-4-methylphenoxy)-N-(2,4-dimethoxybenzyl)-2,5-difluoro-N-(1,2,4-thiadiazol-5-yl)benzene-sulfonamide), C(C)[SiH](CC)CC (triethylsilane), FC(S(=O)(=O)O)(F)F (trifluoromethanesulfonic acid). Run in FC(C(=O)O)(F)F (trifluoroacetic acid). Product: FC1=C(C=C(C(=C1)OC1=C(C=C(C=C1)C)C=1C=CC2=C(NC(O2)=O)C1)F)S(=O)(=O)NC1=NC=NS1 (2,5-difluoro-4-(4-methyl-2-(2-oxo-2,3-dihydrobenzo[d]oxazol-5-yl)phenoxy)-N-(1,2,4-thiadiazol-5-yl)benzenesulfonamide). The yield is 22.0%. Reaction SMILES: C([N:14]1[C:18]2[CH:19]=[C:20]([C:23]3[CH:57]=[C:56]([CH3:58])[CH:55]=[CH:54][C:24]=3[O:25][C:26]3[C:31]([F:32])=[CH:30][C:29]([S:33]([N:36](CC4C=CC(OC)=CC=4OC)[C:37]4[S:41][N:40]=[CH:39][N:38]=4)(=[O:35])=[O:34])=[C:28]([F:53])[CH:27]=3)[CH:21]=[CH:22][C:17]=2[O:16][C:15]1=[O:59])(C1C=CC=CC=1)C1C=CC=CC=1.C([SiH](CC)CC)C.FC(F)(F)S(O)(=O)=O>FC(F)(F)C(O)=O>[F:53][C:28]1[CH:27]=[C:26]([O:25][C:24]2[CH:54]=[CH:55][C:56]([CH3:58])=[CH:57][C:23]=2[C:20]2[CH:21]=[CH:22][C:17]3[O:16][C:15](=[O:59])[NH:14][C:18]=3[CH:19]=2)[C:31]([F:32])=[CH:30][C:29]=1[S:33]([NH:36][C:37]1[S:41][N:40]=[CH:39][N:38]=1)(=[O:34])=[O:35]. Procedure: To a mixture of 4-(2-(3-benzhydryl-2-oxo-2,3-dihydrobenzo[d]oxazol-5-yl)-4-methylphenoxy)-N-(2,4-dimethoxybenzyl)-2,5-difluoro-N-(1,2,4-thiadiazol-5-yl)benzene-sulfonamide (0.93 g, 1.11 mmol) in trifluoroacetic acid (10 mL) and triethylsilane (1.44 mL, 8.9 mmol) was added trifluoromethanesulfonic acid (0.5 mL, 5.7 mmol). The reaction mixture was heated under at reflux for 0.5 h, allowed to cool to ambient temperature and concentrated in vacuo. The residue was purified by column chromatography el... The reactants are C(Cl)(Cl)Cl (Chloroform), Cl (hydrochloric acid), [OH-].[Na+] (sodium hydroxide), NC(CON=C(C=1C=CC(=C(C1)CCC(=O)OCC)OCC(C)C)C1=C(C=C(C=C1)OCC(C)C)OCC(C)C)=O (ethyl 3-{5-[[(2-amino-2-oxoethoxy)imino](2,4-diisobutoxyphenyl)methyl]-2-isobutoxyphenyl}propanoate). The solvent is O (water), C(C)O (ethanol). Run at time 3 hour. The product is NC(CON=C(C=1C=CC(=C(C1)CCC(=O)O)OCC(C)C)C1=C(C=C(C=C1)OCC(C)C)OCC(C)C)=O (3-{5-[[(2-amino-2-oxoethoxy)imino](2,4-diisobutoxyphenyl)methyl]-2-isobutoxyphenyl}propanoic acid). Isolated yield 66.2%. RXN SMILES: [NH2:1][C:2](=[O:41])[CH2:3][O:4][N:5]=[C:6]([C:25]1[CH:30]=[CH:29][C:28]([O:31][CH2:32][CH:33]([CH3:35])[CH3:34])=[CH:27][C:26]=1[O:36][CH2:37][CH:38]([CH3:40])[CH3:39])[C:7]1[CH:8]=[CH:9][C:10]([O:20][CH2:21][CH:22]([CH3:24])[CH3:23])=[C:11]([CH2:13][CH2:14][C:15]([O:17]CC)=[O:16])[CH:12]=1.[OH-].[Na+].C(Cl)(Cl)Cl.Cl>C(O)C.O>[NH2:1][C:2](=[O:41])[CH2:3][O:4][N:5]=[C:6]([C:25]1[CH:30]=[CH:29][C:28]([O:31][CH2:32][CH:33]([CH3:34])[CH3:35])=[CH:27][C:26]=1[O:36][CH2:37][CH:38]([CH3:40])[CH3:39])[C:7]1[CH:8]=[CH:9][C:10]([O:20][CH2:21][CH:22]([CH3:24])[CH3:23])=[C:11]([CH2:13][CH2:14][C:15]([OH:17])=[O:16])[CH:12]=1 |f:1.2|. Procedure: In 10 ml of ethanol is dissolved 1.08 g of ethyl 3-{5-[[(2-amino-2-oxoethoxy)imino](2,4-diisobutoxyphenyl)methyl]-2-isobutoxyphenyl}propanoate, to which is added 1.1 ml of 5 mol/L sodium hydroxide solution. The mixture is stirred at ambient temperature for 3 hours. Chloroform and water are added to the reaction mixture, pH is adjusted to 2 with 6 mol/L hydrochloric acid, and the organic layer is separated. The organic layer thus obtained is washed with water and saturated aqueous solution of sod... Reactants: CN, Cl, [Cu], CC(=O)c1cccc(F)c1F, [Na+], [OH-]. Product: CNc1c(F)cccc1C(C)=O. Reaction SMILES: [CH3:12][NH2:13].[ClH:14].[Cu:15].[F:1][c:2]1[c:3]([C:9]([CH3:10])=[O:11])[cH:4][cH:5][cH:6][c:7]1[F:8].[Na+:17].[OH-:16]>>[c:2]1([NH:13][CH3:12])[c:3]([C:9]([CH3:10])=[O:11])[cH:4][cH:5][cH:6][c:7]1[F:8]. Reactants: O=C1CNC(=O)N1C1CC(n2cnc3c(NC(CO)Cc4ccccc4)nc(Cl)nc32)C(O)C1O, O=[N+]([O-])c1c[nH]cn1, O=C(CO)NC1CC(n2cnc3c(NCC(c4ccccc4)c4ccccc4)nc(-n4cc([N+](=O)[O-])cn4)nc32)C(O)C1O. Product: O=C1CNC(=O)N1C1CC(n2cnc3c(NC(CO)Cc4ccccc4)nc(-n4cnc([N+](=O)[O-])c4)nc32)C(O)C1O. As a reaction SMILES: [Cl:1][c:2]1[n:3][c:4]([NH:25][CH:26]([CH2:27][c:28]2[cH:29][cH:30][cH:31][cH:32][cH:33]2)[CH2:34][OH:35])[c:5]2[n:6][cH:7][n:8]([CH:11]3[CH:12]([OH:24])[CH:13]([OH:23])[CH:14]([N:16]4[C:17](=[O:22])[NH:18][CH2:19][C:20]4=[O:21])[CH2:15]3)[c:9]2[n:10]1.[N+:36](=[O:37])([O-:38])[c:39]1[n:40][cH:41][nH:42][cH:43]1.[c:44]1([CH:45]([c:46]2[cH:47][cH:48][cH:49][cH:50][cH:51]2)[CH2:52][NH:53][c:54]2[n:55][c:56](-[n:57]3[cH:58][c:59]([N+:60]([O-:61])=[O:62])[cH:63][n:64]3)[n:65][c:66]3[c:67]2[n:68][cH:69][n:70]3[CH:71]2[CH2:72][CH:73]([NH:74][C:75](=[O:76])[CH2:77][OH:78])[CH:79]([OH:80])[CH:81]2[OH:82])[cH:83][cH:84][cH:85][cH:86][cH:87]1>>[c:2]1(-[n:42]2[cH:41][n:40][c:39]([N+:36](=[O:37])[O-:38])[cH:43]2)[n:3][c:4]([NH:25][CH:26]([CH2:27][c:28]2[cH:29][cH:30][cH:31][cH:32][cH:33]2)[CH2:34][OH:35])[c:5]2[n:6][cH:7][n:8]([CH:11]3[CH:12]([OH:24])[CH:13]([OH:23])[CH:14]([N:16]4[C:17](=[O:22])[NH:18][CH2:19][C:20]4=[O:21])[CH2:15]3)[c:9]2[n:10]1.